This data is from the Open Reaction Database (ORD), a public repository of structured organic reaction records. The task is: describe an organic reaction: reactants, conditions, products, and yield The reactants are CC(C)([O-])C.[K+] (Potassium tertiary butoxide), COC1=C(C(CC1)=O)C1=C(C=C(C=C1C)C)C (3-Methoxy-2-(2,4,6-trimethylphenyl)cyclopent-2-enone), CC1=C(SC=C1)C=O (3-methyl-2-thiophene carboxaldehyde), Cl (hydrochloric acid), crude residue, Cl (hydrochloric acid). The solvent is O1CCCC1 (tetrahydrofuran), O (water), O1CCCC1 (tetrahydrofuran), CC(=O)C (acetone). Conditions: temperature 0 celsius, time 30 minute. The product is CC1=C(SC=C1)\C=C/1\C(C(C(C1)=O)C1=C(C=C(C=C1C)C)C)=O (4-[1-(3-methylthiophen-2-yl)-meth-(E)-ylidene]-2-(2,4,6-trimethylphenyl)cyclopentane-1,3-dione). Isolated yield 16.9%. As a reaction SMILES: CC(C)([O-])C.[K+].C[O:8][C:9]1[CH2:13][CH2:12][C:11](=[O:14])[C:10]=1[C:15]1[C:20]([CH3:21])=[CH:19][C:18]([CH3:22])=[CH:17][C:16]=1[CH3:23].[CH3:24][C:25]1[CH:29]=[CH:28][S:27][C:26]=1[CH:30]=O.Cl>O1CCCC1.CC(C)=O.O>[CH3:24][C:25]1[CH:29]=[CH:28][S:27][C:26]=1/[CH:30]=[C:12]1/[C:11](=[O:14])[CH:10]([C:15]2[C:20]([CH3:21])=[CH:19][C:18]([CH3:22])=[CH:17][C:16]=2[CH3:23])[C:9](=[O:8])[CH2:13]/1 |f:0.1|. Reported procedure: Potassium tertiary butoxide (0.53 g, 4.72 mmol) is added to a cold solution of mixture of 3-Methoxy-2-(2,4,6-trimethylphenyl)cyclopent-2-enone (0.5 g, 2.16 mmol) in tetrahydrofuran (5 ml). The reaction mixture is stirred for 30 minutes at 0° C. and to this mixture is added a solution of 3-methyl-2-thiophene carboxaldehyde (0.23 g, 1.82 mmol) in tetrahydrofuran (1 ml). The reaction mixture is stirred at 0° C. for 2 hours, acidified to pH 1 with 2N aqueous hydrochloric acid and the aqueous phase i... Starting materials: BrCCCCCCBr, Oc1ccc(OCc2ccccc2)cc1, Cc1ccccc1, CCCCCC. The product is BrCCCCCCOc1ccc(OCc2ccccc2)cc1. RXN SMILES: [Br:16][CH2:17][CH2:18][CH2:19][CH2:20][CH2:21][CH2:22][Br:23].[CH2:1]([c:2]1[cH:3][cH:4][cH:5][cH:6][cH:7]1)[O:8][c:9]1[cH:10][cH:11][c:12]([OH:15])[cH:13][cH:14]1.[CH3:24][c:25]1[cH:26][cH:27][cH:28][cH:29][cH:30]1.[CH3:31][CH2:32][CH2:33][CH2:34][CH2:35][CH3:36]>>[CH2:1]([c:2]1[cH:3][cH:4][cH:5][cH:6][cH:7]1)[O:8][c:9]1[cH:10][cH:11][c:12]([O:15][CH2:22][CH2:21][CH2:20][CH2:19][CH2:18][CH2:17][Br:16])[cH:13][cH:14]1.